Task: describe an organic reaction: reactants, conditions, products, and yield. Dataset: the Open Reaction Database (ORD), a public repository of structured organic reaction records The reactants are COC1c2cc(C(C)(C)C)cc(CCO)c2CC1C, C1CCOC1, O=C1CCC(=O)N1Br, c1ccc(P(c2ccccc2)c2ccccc2)cc1. Yields the product COC1c2cc(C(C)(C)C)cc(CCBr)c2CC1C. Reaction SMILES: [C:1]([CH3:2])([CH3:3])([CH3:4])[c:5]1[cH:6][c:7]([CH2:17][CH2:18][OH:19])[c:8]2[c:12]([cH:13]1)[CH:11]([O:14][CH3:15])[CH:10]([CH3:16])[CH2:9]2.[CH2:39]1[O:40][CH2:41][CH2:42][CH2:43]1.[O:44]=[C:45]1[N:46]([Br:51])[C:47](=[O:48])[CH2:49][CH2:50]1.[c:20]1([P:21]([c:22]2[cH:23][cH:24][cH:25][cH:26][cH:27]2)[c:28]2[cH:29][cH:30][cH:31][cH:32][cH:33]2)[cH:34][cH:35][cH:36][cH:37][cH:38]1>>[C:1]([CH3:2])([CH3:3])([CH3:4])[c:5]1[cH:6][c:7]([CH2:17][CH2:18][Br:51])[c:8]2[c:12]([cH:13]1)[CH:11]([O:14][CH3:15])[CH:10]([CH3:16])[CH2:9]2. Starting materials: CO, C=COCCCCC(c1cc(F)ccc1F)S(=O)(=O)c1ccc(Cl)cc1, O, Cc1ccc(S(=O)(=O)O)cc1. Yields the product O=S(=O)(c1ccc(Cl)cc1)C(CCCCO)c1cc(F)ccc1F. RXN SMILES: [CH3:39][OH:40].[Cl:1][c:2]1[cH:3][cH:4][c:5]([S:8](=[O:9])(=[O:10])[CH:11]([CH2:12][CH2:13][CH2:14][CH2:15][O:16][CH:17]=[CH2:18])[c:19]2[c:20]([F:26])[cH:21][cH:22][c:23]([F:25])[cH:24]2)[cH:6][cH:7]1.[OH2:27].[c:28]1([CH3:29])[cH:30][cH:31][c:32]([S:33]([OH:34])(=[O:35])=[O:36])[cH:37][cH:38]1>>[Cl:1][c:2]1[cH:3][cH:4][c:5]([S:8](=[O:9])(=[O:10])[CH:11]([CH2:12][CH2:13][CH2:14][CH2:15][OH:16])[c:19]2[c:20]([F:26])[cH:21][cH:22][c:23]([F:25])[cH:24]2)[cH:6][cH:7]1. Reactants: NC1=C(C(=O)OCC)C(=C(C(=N1)C)NC(C)=O)C (ethyl 2-amino-5-acetamido-4,6-dimethylnicotinate), O.NN (hydrazine hydrate). Run in CO (methanol), O (water). Conditions: temperature 120 celsius, time 2 hour. Yields the product NC1=C(C(=O)NN)C(=C(C(=N1)C)NC(C)=O)C (2-amino-5-acetamido-4,6-dimethylnicotinic acid hydrazide). As a reaction SMILES: [NH2:1][C:2]1[N:12]=[C:11]([CH3:13])[C:10]([NH:14][C:15](=[O:17])[CH3:16])=[C:9]([CH3:18])[C:3]=1[C:4](OCC)=[O:5].O.[NH2:20][NH2:21]>O.CO>[NH2:1][C:2]1[N:12]=[C:11]([CH3:13])[C:10]([NH:14][C:15](=[O:17])[CH3:16])=[C:9]([CH3:18])[C:3]=1[C:4]([NH:20][NH2:21])=[O:5] |f:1.2|. Reported procedure: A mixture of ethyl 2-amino-5-acetamido-4,6-dimethylnicotinate (45.3 g., 0.18 mole) and hydrazine hydrate (100 ml.) is heated in an oil bath with stirring at 120° C. for two hours. The mixture is cooled, the solid collected, and a second crop of solid obtained by evaporating the mother liquor to about half its initial volume. The combined solids melt at 293° C. (dec.), yield 38.1 g. (89%). Analytically pure compound is obtained by dissolving the solid in about six and one-half parts (volume by we... The reactants are [BH4-], CC(C)(CC(=O)C(F)(F)F)c1ccccc1Br, C1CCOC1, CO, [Na+]. Product: CC(C)(CC(O)C(F)(F)F)c1ccccc1Br. As a reaction SMILES: [BH4-:18].[Br:1][c:2]1[c:3]([C:8]([CH2:9][C:10]([C:11]([F:12])([F:13])[F:14])=[O:15])([CH3:16])[CH3:17])[cH:4][cH:5][cH:6][cH:7]1.[CH2:22]1[O:23][CH2:24][CH2:25][CH2:26]1.[CH3:20][OH:21].[Na+:19]>>[Br:1][c:2]1[c:3]([C:8]([CH2:9][CH:10]([C:11]([F:12])([F:13])[F:14])[OH:15])([CH3:16])[CH3:17])[cH:4][cH:5][cH:6][cH:7]1. Reactants: O (Water), CS(=O)(=O)OCC=1C=C(OCC(=O)OCC)C=CC1 (ethyl 2-(3-(((methylsulfonyl)oxy)methyl)phenoxy)acetate), FC1=C(C=C(C=C1)OC)C=1C=CC(=NC1CC(C)(C)C)O (5-(2-fluoro-5-methoxyphenyl)-6-neopentylpyridin-2-ol), C([O-])([O-])=O.[K+].[K+] (potassium carbonate). Solvent: CN(C)C=O (DMF). RXN SMILES: CS([O:5][CH2:6][C:7]1[CH:8]=[C:9]([CH:17]=[CH:18][CH:19]=1)[O:10][CH2:11][C:12]([O:14][CH2:15][CH3:16])=[O:13])(=O)=O.[F:20][C:21]1[CH:26]=[CH:25][C:24]([O:27][CH3:28])=[CH:23][C:22]=1[C:29]1[CH:30]=[CH:31][C:32](O)=[N:33][C:34]=1[CH2:35][C:36]([CH3:39])([CH3:38])[CH3:37].C(=O)([O-])[O-].[K+].[K+].O>CN(C=O)C>[F:20][C:21]1[CH:26]=[CH:25][C:24]([O:27][CH3:28])=[CH:23][C:22]=1[C:29]1[CH:30]=[CH:31][C:32]([O:5][CH2:6][C:7]2[CH:8]=[C:9]([CH:17]=[CH:18][CH:19]=2)[O:10][CH2:11][C:12]([O:14][CH2:15][CH3:16])=[O:13])=[N:33][C:34]=1[CH2:35][C:36]([CH3:39])([CH3:38])[CH3:37] |f:2.3.4|. Reported procedure: To a solution of, ethyl 2-(3-(((methylsulfonyl)oxy)methyl)phenoxy)acetate (100 mg) and 5-(2-fluoro-5-methoxyphenyl)-6-neopentylpyridin-2-ol (100 mg) in DMF (3.0 mL) was added potassium carbonate (72 mg), and the mixture was stirred at 80° C. for 3 hr. Water was added to the reaction mixture, and the mixture was extracted with ethyl acetate. The extract was washed with saturated brine and dried over anhydrous magnesium sulfate. The solvent was evaporated under reduced pressure and the residue was... Run at temperature 80 celsius, time 3 hour. The product is FC1=C(C=C(C=C1)OC)C=1C=CC(=NC1CC(C)(C)C)OCC=1C=C(OCC(=O)OCC)C=CC1 (ethyl 2-(3-(((5-(2-fluoro-5-methoxyphenyl)-6-neopentylpyridin-2-yl)oxy)methyl)phenoxy)acetate). Yield: 46.3%. The reactants are CC(C)COC(=O)Cl, CCOC(=N)N1Cc2ccccc2-c2ccccc2C1. The product is CCOC(=NC(=O)OCC(C)C)N1Cc2ccccc2-c2ccccc2C1. As a reaction SMILES: [Cl:21][C:22](=[O:23])[O:24][CH2:25][CH:26]([CH3:27])[CH3:28].[cH:1]1[cH:2][cH:3][cH:4][c:5]2[c:11]1-[c:10]1[c:9]([cH:15][cH:14][cH:13][cH:12]1)[CH2:8][N:7]([C:16]([O:17][CH2:18][CH3:19])=[NH:20])[CH2:6]2>>[cH:1]1[cH:2][cH:3][cH:4][c:5]2[c:11]1-[c:10]1[c:9]([cH:15][cH:14][cH:13][cH:12]1)[CH2:8][N:7]([C:16]([O:17][CH2:18][CH3:19])=[N:20][C:22](=[O:23])[O:24][CH2:25][CH:26]([CH3:27])[CH3:28])[CH2:6]2. Reactants: CC(C)([O-])C.[K+] (Potassium t-butoxide), ClC=1N=CC2=C(N1)C=NN2 (5-chloro-1H-pyrazolo[4,3-d]pyrimidine), IC (iodomethane). The solvent is O1CCCC1 (tetrahydrofuran). Conditions: temperature 0 celsius, time 30 minute. The product is ClC=1N=CC2=C(N1)C=NN2C (5-chloro-1-methyl-1H-pyrazolo[4,3-d]pyrimidine). Yield: 13.8%. Reaction SMILES: [CH3:1]C(C)([O-])C.[K+].[Cl:7][C:8]1[N:9]=[CH:10][C:11]2[NH:16][N:15]=[CH:14][C:12]=2[N:13]=1.IC>O1CCCC1>[Cl:7][C:8]1[N:9]=[CH:10][C:11]2[N:16]([CH3:1])[N:15]=[CH:14][C:12]=2[N:13]=1 |f:0.1|. Reported procedure: Potassium t-butoxide (1.68 g, 14.67 mmol, 1.14 equiv) was added to a solution of 5-chloro-1H-pyrazolo[4,3-d]pyrimidine (2.1 g, 12.91 mmol, 1.00 equiv, 95%) in tetrahydrofuran (50 mL) at 0° C. After the reaction mixture was stirred at 0° C. for 30 min, iodomethane (3 g, 20.71 mmol, 1.60 equiv, 98%) was added dropwise at 0° C. The resulting solution was stirred for 4.5 h at room temperature and then concentrated under vacuum. The residue was loaded onto a silica gel column and eluted with dichloro...